This data is from the Open Reaction Database (ORD), a public repository of structured organic reaction records. The task is: describe an organic reaction: reactants, conditions, products, and yield Reactants: [N+](=O)([O-])C1=CC=C(C=C1)C=1SC(=CN1)C(=O)OCC (Ethyl 2-(4-nitrophenyl)-1,3-thiazole-5-carboxylate), C(=O)[O-].[NH4+] (ammonium formate). The reagents and catalysts are [Pd] (Pd/C). The solvent is CO (methanol). Product: NC1=CC=C(C=C1)C=1SC(=CN1)C(=O)OCC (Ethyl 2-(4-aminophenyl)-1,3-thiazole-5-carboxylate). The yield is 74.4%. RXN SMILES: [N+:1]([C:4]1[CH:9]=[CH:8][C:7]([C:10]2[S:11][C:12]([C:15]([O:17][CH2:18][CH3:19])=[O:16])=[CH:13][N:14]=2)=[CH:6][CH:5]=1)([O-])=O.C([O-])=O.[NH4+]>[Pd].CO>[NH2:1][C:4]1[CH:5]=[CH:6][C:7]([C:10]2[S:11][C:12]([C:15]([O:17][CH2:18][CH3:19])=[O:16])=[CH:13][N:14]=2)=[CH:8][CH:9]=1 |f:1.2|. Procedure details: The same operation as in Example (90d) was performed using ethyl 2-(4-nitrophenyl)-1,3-thiazole-5-carboxylate obtained in Example (91a) (0.18 g, 0.65 mmol), 10% Pd/C (wet, 0.1 g), ammonium formate (0.2 g, 3.24 mmol) and methanol (5 mL), to obtain 0.12 g of the crude title compound as a yellow solid (75%). Reactants: NC1=C(C=C(C=C1)C1=C(C=CC(=C1)C)S(=O)C1=C(C=C(C=C1)C)C1=CC(=C(C=C1)N)[N+](=O)[O-])[N+](=O)[O-] ((4-amino-3-nitro-phenyl)-4-methylphenyl sulfoxide), ClC1=C(C=C(C=C1)SC1=CC=C(C=C1)C1=C(C=CC(=C1[N+](=O)[O-])N)S(=O)C1=C(C(=C(C=C1)N)[N+](=O)[O-])C1=CC=C(C=C1)SC1=CC(=C(C=C1)Cl)[N+](=O)[O-])[N+](=O)[O-] ([4-(4-chloro-3-nitrophenylthio)-phenyl]-4-amino-3-nitrophenyl sulfoxide). Product: ClC1=C(C=C(C=C1)SC1=CC=C(C=C1)C1=C(C=CC(=C1N)N)S(=O)C1=C(C(=C(C=C1)N)N)C1=CC=C(C=C1)SC1=CC(=C(C=C1)Cl)N)N ([4-(4-Chloro-3-aminophenylthio)-phenyl]-3,4-diaminophenyl sulfoxide). RXN SMILES: NC1C=CC(C2C=C(C)C=CC=2S(C2C=CC(C)=CC=2C2C=CC(N)=C([N+]([O-])=O)C=2)=O)=CC=1[N+]([O-])=O.[Cl:37][C:38]1[CH:43]=[CH:42][C:41]([S:44][C:45]2[CH:50]=[CH:49][C:48]([C:51]3[C:56]([N+:57]([O-])=O)=[C:55]([NH2:60])[CH:54]=[CH:53][C:52]=3[S:61]([C:63]3[CH:68]=[CH:67][C:66]([NH2:69])=[C:65]([N+:70]([O-])=O)[C:64]=3[C:73]3[CH:78]=[CH:77][C:76]([S:79][C:80]4[CH:85]=[CH:84][C:83]([Cl:86])=[C:82]([N+:87]([O-])=O)[CH:81]=4)=[CH:75][CH:74]=3)=[O:62])=[CH:47][CH:46]=2)=[CH:40][C:39]=1[N+:90]([O-])=O>>[Cl:86][C:83]1[CH:84]=[CH:85][C:80]([S:79][C:76]2[CH:75]=[CH:74][C:73]([C:64]3[C:65]([NH2:70])=[C:66]([NH2:69])[CH:67]=[CH:68][C:63]=3[S:61]([C:52]3[CH:53]=[CH:54][C:55]([NH2:60])=[C:56]([NH2:57])[C:51]=3[C:48]3[CH:49]=[CH:50][C:45]([S:44][C:41]4[CH:42]=[CH:43][C:38]([Cl:37])=[C:39]([NH2:90])[CH:40]=4)=[CH:46][CH:47]=3)=[O:62])=[CH:78][CH:77]=2)=[CH:81][C:82]=1[NH2:87]. Procedure details: Following the procedure described in Example 2 but using as a starting material instead of (4-amino-3-nitro-phenyl)-4-methylphenyl sulfoxide a corresponding amount of [4-(4-chloro-3-nitrophenylthio)-phenyl]-4-amino-3-nitrophenyl sulfoxide, the title compound is obtained. Starting materials: ClC1=CC=C(C=C1)C1=NOC(C1)(O)C(F)(F)F (3-(4-chloro-phenyl)-5-trifluoromethyl-4,5-dihydro-isoxazol-5-ol), C1(=CC=CC=C1)C1=NOC(C1)(C(F)(F)F)O (3-phenyl-5-hydroxy-5-(trifluoromethyl)isoxazoline). Product: ClC1=CC=C(C=C1)C1=NOC(=C1)C(F)(F)F (3-(4-Chloro-phenyl)-5-trifluoromethyl-isoxazole). The yield is 97.6%. RXN SMILES: [Cl:1][C:2]1[CH:7]=[CH:6][C:5]([C:8]2[CH2:12][C:11]([C:14]([F:17])([F:16])[F:15])(O)[O:10][N:9]=2)=[CH:4][CH:3]=1.C1(C2CC(O)(C(F)(F)F)ON=2)C=CC=CC=1>>[Cl:1][C:2]1[CH:3]=[CH:4][C:5]([C:8]2[CH:12]=[C:11]([C:14]([F:16])([F:15])[F:17])[O:10][N:9]=2)=[CH:6][CH:7]=1. Procedure details: As described for Example 1b, 3-(4-chloro-phenyl)-5-trifluoromethyl-4,5-dihydro-isoxazol-5-ol (39.6 g, 149 mmol), instead of 3-phenyl-5-hydroxy-5-(trifluoromethyl)isoxazoline, was converted to the title compound (36.0 g, 98%) which was obtained as a light brown oil. MS: m/e=247.3 [M−H]−. Starting materials: CCOC(=O)C(C)Br, O=C([O-])[O-], Cc1ccc(-c2nc(-c3ccc(C)cc3C)nc(-c3ccc(O)cc3O)n2)c(C)c1, CN(C)C=O, [K+], [K+], O. The product is CCOC(=O)C(C)Oc1ccc(-c2nc(-c3ccc(C)cc3C)nc(-c3ccc(C)cc3C)n2)c(O)c1. RXN SMILES: [Br:37][CH:38]([C:39](=[O:40])[O:41][CH2:42][CH3:43])[CH3:44].[C:31](=[O:32])([O-:33])[O-:34].[CH3:1][c:2]1[c:3](-[c:9]2[n:10][c:11](-[c:23]3[c:24]([OH:30])[cH:25][c:26]([OH:29])[cH:27][cH:28]3)[n:12][c:13](-[c:15]3[c:16]([CH3:22])[cH:17][c:18]([CH3:21])[cH:19][cH:20]3)[n:14]2)[cH:4][cH:5][c:6]([CH3:8])[cH:7]1.[CH3:46][N:47]([CH3:48])[CH:49]=[O:50].[K+:35].[K+:36].[OH2:45]>>[CH3:1][c:2]1[c:3](-[c:9]2[n:10][c:11](-[c:23]3[c:24]([OH:30])[cH:25][c:26]([O:29][CH:38]([C:39](=[O:40])[O:41][CH2:42][CH3:43])[CH3:44])[cH:27][cH:28]3)[n:12][c:13](-[c:15]3[c:16]([CH3:22])[cH:17][c:18]([CH3:21])[cH:19][cH:20]3)[n:14]2)[cH:4][cH:5][c:6]([CH3:8])[cH:7]1. Starting materials: NC=1C=C2C=3CC(CCC3NC2=CC1)N(C)C (6-amino-3-(dimethyl)amino-1,2,3,4-tetrahydro-9H-carbazole), C1(=CC=CC=C1)C1=CC=C(C(=O)Cl)C=C1 (4-phenylbenzoyl chloride). Yields the product C1(=CC=CC=C1)C1=CC=C(C(=O)NC=2C=C3C=4CC(CCC4NC3=CC2)N(C)C)C=C1 (6-(4-phenylbenzoyl)amino-3-(dimethyl)amino-1,2,3,4-tetrahydro-9H-carbazole). Yield: 71.1%. RXN SMILES: [NH2:1][C:2]1[CH:3]=[C:4]2[C:12](=[CH:13][CH:14]=1)[NH:11][C:10]1[CH2:9][CH2:8][CH:7]([N:15]([CH3:17])[CH3:16])[CH2:6][C:5]2=1.[C:18]1([C:24]2[CH:32]=[CH:31][C:27]([C:28](Cl)=[O:29])=[CH:26][CH:25]=2)[CH:23]=[CH:22][CH:21]=[CH:20][CH:19]=1>>[C:18]1([C:24]2[CH:25]=[CH:26][C:27]([C:28]([NH:1][C:2]3[CH:3]=[C:4]4[C:12](=[CH:13][CH:14]=3)[NH:11][C:10]3[CH2:9][CH2:8][CH:7]([N:15]([CH3:17])[CH3:16])[CH2:6][C:5]4=3)=[O:29])=[CH:31][CH:32]=2)[CH:19]=[CH:20][CH:21]=[CH:22][CH:23]=1. Procedure details: Beginning with 10.4 mg (0.046 mMol) 6-amino-3-(dimethyl)amino-1,2,3,4-tetrahydro-9H-carbazole and 15 mg (0.051 mMol) 4-phenylbenzoyl chloride, 13.4 mg (71%) of the title compound were recovered as a brown solid. Reactants: [Na].CC(C)(C)S (2-methyl-2-propanethiol sodium salt), CSC1=CC=C(C=O)C=C1 (4-(methylthio)benzaldehyde), Cl (hydrochloric acid). Solvent: CN(C=O)C (dimethylformamide). Yields the product SC1=CC=C(C=O)C=C1 (4-mercapto-benzaldehyde). Yield: 38.4%. RXN SMILES: [Na].CC(S)(C)C.C[S:8][C:9]1[CH:16]=[CH:15][C:12]([CH:13]=[O:14])=[CH:11][CH:10]=1.Cl>CN(C)C=O>[SH:8][C:9]1[CH:16]=[CH:15][C:12]([CH:13]=[O:14])=[CH:11][CH:10]=1 |f:0.1,^1:0|. Procedure: Combine 2-methyl-2-propanethiol sodium salt (2.9 g, 26.3 mmol) and 4-(methylthio)benzaldehyde (2.0 g, 13.2 mmol) with dimethylformamide (40 mL) in a dry flask then heat at 160° C. for 4 hours. Cooled to room temperature, poured into 3N aqueous hydrochloric acid (400 mL) then extracted with dichloromethane (3×75 mL). The combined dichloromethane extracts were dried over sodium chloride/magnesium sulfate, filtered, and concentrated on a rotary evaporator to yield the crude product (3 g). The crude... Reactants: ClC1=CC=C(C=C1)S(=O)(=O)N1C2C=3C=NNC3CC1CCC2 (12-(4-chloro-benzenesulfonyl)-4,5,12-triaza-tricyclo[6.3.1.02,6]dodeca-2(6),3-diene), C(C)(=O)OC(C(=O)Cl)(C)C (2-acetoxyisobutyryl chloride). Product: ClC1=CC=C(C=C1)S(=O)(=O)N1C2C3=CN(N=C3CC1CCC2)C(C(C)(C)OC(C)=O)=O (Acetic acid 2-[12-(4-chloro-benzenesulfonyl)-4,5,12-triaza-tricyclo[6.3.1.02,6]dodeca-2,5-dien-4-yl]-1,1-dimethyl-2-oxo-ethyl ester). Reaction SMILES: [Cl:1][C:2]1[CH:7]=[CH:6][C:5]([S:8]([N:11]2[CH:19]3[CH2:20][CH2:21][CH2:22][CH:12]2[C:13]2[CH:14]=[N:15][NH:16][C:17]=2[CH2:18]3)(=[O:10])=[O:9])=[CH:4][CH:3]=1.[C:23]([O:26][C:27]([CH3:32])([CH3:31])[C:28](Cl)=[O:29])(=[O:25])[CH3:24]>>[Cl:1][C:2]1[CH:7]=[CH:6][C:5]([S:8]([N:11]2[CH:19]3[CH2:20][CH2:21][CH2:22][CH:12]2[C:13]2[C:17]([CH2:18]3)=[N:16][N:15]([C:28](=[O:29])[C:27]([O:26][C:23](=[O:25])[CH3:24])([CH3:32])[CH3:31])[CH:14]=2)(=[O:9])=[O:10])=[CH:4][CH:3]=1. Procedure: Prepared by acylation of 12-(4-chloro-benzenesulfonyl)-4,5,12-triaza-tricyclo[6.3.1.02,6]dodeca-2(6),3-diene using 2-acetoxyisobutyryl chloride. Starting materials: O1CCOC12CCC1(C(NCC1)=O)CC2 (1,4-Dioxa-10-aza-dispiro[4.2.4.2]tetradecan-9-one), C([O-])([O-])=O.[K+].[K+] (potassium carbonate), cuprous iodide, BrC1=CC2=C(OC(O2)(F)F)C=C1 (5-bromo-2,2-difluoro-benzo[1,3]dioxole), N—N′-dimethylethylenediamine. Isolated yield 76.8%. As a reaction SMILES: [O:1]1[C:5]2([CH2:15][CH2:14][C:8]3([CH2:12][CH2:11][NH:10][C:9]3=[O:13])[CH2:7][CH2:6]2)[O:4][CH2:3][CH2:2]1.C(=O)([O-])[O-].[K+].[K+].Br[C:23]1[CH:33]=[CH:32][C:26]2[O:27][C:28]([F:31])([F:30])[O:29][C:25]=2[CH:24]=1>C1(C)C=CC=CC=1>[F:31][C:28]1([F:30])[O:27][C:26]2[CH:32]=[CH:33][C:23]([N:10]3[CH2:11][CH2:12][C:8]4([CH2:14][CH2:15][C:5]5([O:4][CH2:3][CH2:2][O:1]5)[CH2:6][CH2:7]4)[C:9]3=[O:13])=[CH:24][C:25]=2[O:29]1 |f:1.2.3|. Run at temperature 110 celsius. The product is FC1(OC2=C(O1)C=CC(=C2)N2C(C1(CCC3(OCCO3)CC1)CC2)=O)F (10-(2,2-Difluoro-benzo[1,3]dioxol-5-yl)-1,4-dioxa-10-aza-dispiro[4.2.4.2]tetradecan-9-one). Solvent: C1(=CC=CC=C1)C (toluene). Procedure: To a mixture of 1,4-dioxa-10-aza-dispiro[4.2.4.2]tetradecan-9-one (262 mg, 1.24 mmol, obtained in example 133, step 3), potassium carbonate (790 mg, 3.72 mmol) and cuprous iodide (354 mg, 1.86 mmol) was added a solution of 5-bromo-2,2-difluoro-benzo[1,3]dioxole (588 mg, 2.48 mmol) in 5 ml toluene under argon. The solution was then degassed by bubbling argon through the mixture for 2 mins after which N—N′-dimethylethylenediamine (266 uL, 2.48 mmol) was added. The sealed tube was closed and the mi...